This data is from the Open Reaction Database (ORD), a public repository of structured organic reaction records. The task is: describe an organic reaction: reactants, conditions, products, and yield Reactants: NC1=C(C=CC(=C1)[N+](=O)[O-])C (2-amino-4-nitrotoluene), ClC1=NC=C(C=C1)C(F)(F)F (2-chloro-5-trifluoromethylpyridine), O (water). Run in C(Cl)Cl (methylene chloride). The product is FC(C=1C=CC(=NC1)NC1=C(C=CC(=C1)[N+](=O)[O-])C)(F)F (N-(5-trifluoromethyl-2-pyridyl)-2-methyl-5-nitroaniline). The yield is 74016.1%. Reaction SMILES: [NH2:1][C:2]1[CH:7]=[C:6]([N+:8]([O-:10])=[O:9])[CH:5]=[CH:4][C:3]=1[CH3:11].Cl[C:13]1[CH:18]=[CH:17][C:16]([C:19]([F:22])([F:21])[F:20])=[CH:15][N:14]=1.O>C(Cl)Cl>[F:20][C:19]([F:22])([F:21])[C:16]1[CH:17]=[CH:18][C:13]([NH:1][C:2]2[CH:7]=[C:6]([N+:8]([O-:10])=[O:9])[CH:5]=[CH:4][C:3]=2[CH3:11])=[N:14][CH:15]=1. Reported procedure: 3.04 g (0.02 mmol) of 2-amino-4-nitrotoluene and 7.26 g (0.04 mol) of 2-chloro-5-trifluoromethylpyridine are stirred in the molten state for 5 hours at 160° C. After cooling, 200 ml of water are added thereto and the product is taken up in methylene chloride. The solvent is evaporated off and the residue is purified by column chromatography (silica gel, methylene chloride:hexane=2:1), affording 4.4 g of N-(5-trifluoromethyl-2-pyridyl)-2-methyl-5-nitroaniline (m.p. 103°-105° C.). Reactants: NC1=CC(=C2CN(C(N(C2=C1)C1=C(C=CC=C1Cl)Cl)=O)CC1=CC=C(C=C1)OC)C1=C(C=CC=C1)Cl (7-amino-5-(2-chlorophenyl)-1-(2,6-dichlorophenyl)-3-(4-methoxybenzyl)-3,4-dihydroquinazolin-2(1H)-one), CN1C2CC(CC1CC2)=O (8-methyl-8-azabicyclo[3.2.1]octan-3-one). Yields the product ClC1=C(C=CC=C1)C1=C2CN(C(N(C2=CC(=C1)NC1CC2CCC(C1)N2C)C2=C(C=CC=C2Cl)Cl)=O)CC2=CC=C(C=C2)OC (5-(2-chlorophenyl)-1-(2,6-dichlorophenyl)-3-(4-methoxybenzyl)-7-[(8-methyl-8-azabicyclo[3.2.1]oct-3-yl)amino]-3,4-dihydroquinazolin-2(1H)-one). Reaction SMILES: [NH2:1][C:2]1[CH:11]=[C:10]2[C:5]([CH2:6][N:7]([CH2:21][C:22]3[CH:27]=[CH:26][C:25]([O:28][CH3:29])=[CH:24][CH:23]=3)[C:8](=[O:20])[N:9]2[C:12]2[C:17]([Cl:18])=[CH:16][CH:15]=[CH:14][C:13]=2[Cl:19])=[C:4]([C:30]2[CH:35]=[CH:34][CH:33]=[CH:32][C:31]=2[Cl:36])[CH:3]=1.[CH3:37][N:38]1[CH:43]2[CH2:44][CH2:45][CH:39]1[CH2:40][C:41](=O)[CH2:42]2>>[Cl:36][C:31]1[CH:32]=[CH:33][CH:34]=[CH:35][C:30]=1[C:4]1[CH:3]=[C:2]([NH:1][CH:41]2[CH2:42][CH:43]3[N:38]([CH3:37])[CH:39]([CH2:45][CH2:44]3)[CH2:40]2)[CH:11]=[C:10]2[C:5]=1[CH2:6][N:7]([CH2:21][C:22]1[CH:23]=[CH:24][C:25]([O:28][CH3:29])=[CH:26][CH:27]=1)[C:8](=[O:20])[N:9]2[C:12]1[C:17]([Cl:18])=[CH:16][CH:15]=[CH:14][C:13]=1[Cl:19]. Reported procedure: The 5-(2-chlorophenyl)-1-(2,6-dichlorophenyl)-3-(4-methoxybenzyl)-7-[(8-methyl-8-azabicyclo[3.2.1]oct-3-yl)amino]-3,4-dihydroquinazolin-2(1H)-one was prepared from 7-amino-5-(2-chlorophenyl)-1-(2,6-dichlorophenyl)-3-(4-methoxybenzyl)-3,4-dihydroquinazolin-2(1H)-one (COMPOUND CCC4, STEP A) and 8-methyl-8-azabicyclo[3.2.1]octan-3-one by a procedure analogous to that described in EXAMPLE CCC18, STEP A. Mass spectrum (ESI) 661 (M+1). Reactants: C(=O)NC(C1=CC=C(C=C1)C#CC1=CC=CC=C1)(C)C (N-formyl-α,α-dimethyl- 4-(phenylethynyl)-benzylamine), C(C)(=O)O (acetic acid), Cl (hydrochloric acid). Run in O (water). As a reaction SMILES: C([NH:3][C:4]([CH3:20])([CH3:19])[C:5]1[CH:10]=[CH:9][C:8]([C:11]#[C:12][C:13]2[CH:18]=[CH:17][CH:16]=[CH:15][CH:14]=2)=[CH:7][CH:6]=1)=O.C(O)(=O)C.[ClH:25]>O>[ClH:25].[CH3:20][C:4]([NH2:3])([CH3:19])[C:5]1[CH:10]=[CH:9][C:8]([C:11]#[C:12][C:13]2[CH:18]=[CH:17][CH:16]=[CH:15][CH:14]=2)=[CH:7][CH:6]=1 |f:4.5|. Procedure details: A mixture of 0.50 gram of N-formyl-α,α-dimethyl- 4-(phenylethynyl)-benzylamine, 10.7 ml. of glacial acetic acid 6.7 ml. of water, and 1.07 ml. of concentrated hydrochloric acid is stirred and refluxed for 2.5 hours. The solution is evaporated to dryness and α,α-dimethyl-4 -(phenylethynyl)-benzylamine hydrochloride is obtained as a light tan solid. The product is recrystallized from an isopropyl alcohol-methanol-ether mixture to give pure α,α-dimethyl-4-(phenylethynyl)-benzylamine hydrochloride, ... The product is Cl.CC(C1=CC=C(C=C1)C#CC1=CC=CC=C1)(C)N (α,α-dimethyl-4 -(phenylethynyl)-benzylamine hydrochloride). Product: CC(C)(C)OC(=O)N1CCc2nc(C(=O)O)sc2C1. The reactants are CC(C)(C)OC(=O)N1CCc2ncsc2C1, [Li]CCCC, CCOCC, [Na+], O=C=O, C1CCOC1, [OH-]. Reaction SMILES: [C:1]([CH3:2])([CH3:3])([CH3:4])[O:5][C:6](=[O:7])[N:8]1[CH2:9][c:10]2[c:11]([n:14][cH:15][s:16]2)[CH2:12][CH2:13]1.[CH2:32]([Li:33])[CH2:34][CH2:35][CH3:36].[CH3:22][CH2:23][O:24][CH2:25][CH3:26].[Na+:21].[O:17]=[C:18]=[O:19].[O:27]1[CH2:28][CH2:29][CH2:30][CH2:31]1.[OH-:20]>>[C:1]([CH3:2])([CH3:3])([CH3:4])[O:5][C:6](=[O:7])[N:8]1[CH2:9][c:10]2[c:11]([n:14][c:15]([C:18](=[O:17])[OH:19])[s:16]2)[CH2:12][CH2:13]1. Reactants: COC(=O)C1(OC2=C(C1)C=C(C=C2)O)CC (2-Ethyl-5-hydroxy-2,3-dihydro-benzofuran-2-carboxylic acid methyl ester), ClC1=C(C=CC(=C1)C(CC)(C)C)OCCCI (2-Chloro-1-(3-iodo-propoxy)4-(1,1-dimethyl-propyl)-benzene). Yields the product ClC1=C(OCCCOC=2C=CC3=C(CC(O3)(C(=O)O)CC)C2)C=CC(=C1)C(CC)(C)C (5-{3-[2-Chloro-4-(1,1-dimethyl-propyl)-phenoxy]-propoxy}-2-ethyl-2,3-dihydro-benzofuran-2-carboxylic acid). RXN SMILES: C[O:2][C:3]([C:5]1([CH2:15][CH3:16])[CH2:9][C:8]2[CH:10]=[C:11]([OH:14])[CH:12]=[CH:13][C:7]=2[O:6]1)=[O:4].[Cl:17][C:18]1[CH:23]=[C:22]([C:24]([CH3:28])([CH3:27])[CH2:25][CH3:26])[CH:21]=[CH:20][C:19]=1[O:29][CH2:30][CH2:31][CH2:32]I>>[Cl:17][C:18]1[CH:23]=[C:22]([C:24]([CH3:27])([CH3:28])[CH2:25][CH3:26])[CH:21]=[CH:20][C:19]=1[O:29][CH2:30][CH2:31][CH2:32][O:14][C:11]1[CH:12]=[CH:13][C:7]2[O:6][C:5]([CH2:15][CH3:16])([C:3]([OH:2])=[O:4])[CH2:9][C:8]=2[CH:10]=1. Reported procedure: The title compound was prepared following the general procedure described in Example 1, Step 4 employing the phenol prepared in Example 4, Step 1 and the iodide prepared in Step 1. Reactants: C(C)C1CCC(CC1)NC(=O)[C@H]1[C@@H](C1)C(=O)O (trans-2-(4-ethyl-cyclohexylcarbamoyl)-cyclopropanecarboxylic acid), CC1CCC(CC1)NC(=O)[C@H]1[C@@H](C1)C(=O)O (trans-2-(4-methyl-cyclohexylcarbamoyl)-cyclopropane carboxylic acid). Product: C(C)[C@@H]1CC[C@H](CC1)NC(=O)[C@H]1[C@@H](C1)CO (trans-2-Hydroxymethyl-cyclopropanecarboxylic acid trans-(4-ethylcyclohexyl)-amide). RXN SMILES: [CH2:1]([CH:3]1[CH2:8][CH2:7][CH:6]([NH:9][C:10]([C@@H:12]2[CH2:14][C@H:13]2[C:15](O)=[O:16])=[O:11])[CH2:5][CH2:4]1)[CH3:2].CC1CCC(NC([C@@H]2C[C@H]2C(O)=O)=O)CC1>>[CH2:1]([C@H:3]1[CH2:4][CH2:5][C@H:6]([NH:9][C:10]([C@@H:12]2[CH2:14][C@H:13]2[CH2:15][OH:16])=[O:11])[CH2:7][CH2:8]1)[CH3:2]. Reported procedure: Follow the procedure of Example 11c, and substitute trans-2-(4-ethyl-cyclohexylcarbamoyl)-cyclopropanecarboxylic acid (Example 13b) for trans-2-(4-methyl-cyclohexylcarbamoyl)-cyclopropane carboxylic acid therein to obtain the title compound. The reactants are FC1=CC=C(C#N)C=C1 (4-Fluorobenzonitrile), N1CCOCC1 (morpholine), O (water). Run in CS(=O)C (DMSO). Reaction conditions: temperature 100 celsius. Yields the product N1(CCOCC1)C1=CC=C(C#N)C=C1 (4-morpholin-4-ylbenzonitrile). The yield is 79.8%. Reaction SMILES: F[C:2]1[CH:9]=[CH:8][C:5]([C:6]#[N:7])=[CH:4][CH:3]=1.[NH:10]1[CH2:15][CH2:14][O:13][CH2:12][CH2:11]1.O>CS(C)=O>[N:10]1([C:2]2[CH:9]=[CH:8][C:5]([C:6]#[N:7])=[CH:4][CH:3]=2)[CH2:15][CH2:14][O:13][CH2:12][CH2:11]1. Reported procedure: 4-Fluorobenzonitrile (1 g, 8.26 mmol) and morpholine (2.2 mL, 25.2 mmol) were combined in DMSO (25 mL) and heated at 100° C. for 2.5 hours. The mixture was allowed to cool to room temperature, poured into water, and extracted with diethyl ether. The organic extracts were combined, washed with water and brine, dried over Na2SO4, and concentrated under reduced pressure to provide the title compound as a white solid (1.24 g, 80%).